This data is from the Open Reaction Database (ORD), a public repository of structured organic reaction records. The task is: describe an organic reaction: reactants, conditions, products, and yield Yields the product N[C@H]1[C@H](SC)O[C@@H]([C@H]([C@@H]1OCC1=CC=C(C=C1)OC)OC(=O)C=1C(=CC=CC1)C1=CC=CC=C1)CO[Si](C1=CC=CC=C1)(C1=CC=CC=C1)C(C)(C)C (methyl 2-amino-4-O-biphenylcarbonyl-6-O-tert-butyldiphenylsilyl-2-deoxy-3-O-(4-methoxybenzyl)-1-thio-β-D-glucopyranoside). The solvent is C(CCS)S (1,3-propanedithiol). Conditions: time 8 hour. Procedure: A mixture of methyl 2-azido-4-O-biphenylcarbonyl-6-O-tert-butyldiphenylsilyl-2-deoxy-3-O-(4-methoxybenzyl)-1-thio-β-D-glucopyranoside (11) (150 mg, 0.19 mmol) and TEA (3 drops) in 1,3-propanedithiol (1 mL) was stirred at room temperature overnight. The reaction mixture was chromatographed using EtOAc—hexane 15:85 then EtOAc—hexane 1:1 solvent systems as mobile phases to give methyl 2-amino-4-O-biphenylcarbonyl-6-O-tert-butyldiphenylsilyl-2-deoxy-3-O-(4-methoxybenzyl)-1-thio-β-D-glucopyranoside (... Isolated yield 91.5%. The reagents and catalysts are TEA. The reactants are N(=[N+]=[N-])[C@H]1[C@H](SC)O[C@@H]([C@H]([C@@H]1OCC1=CC=C(C=C1)OC)OC(=O)C=1C(=CC=CC1)C1=CC=CC=C1)CO[Si](C1=CC=CC=C1)(C1=CC=CC=C1)C(C)(C)C (methyl 2-azido-6-O-tert-butyldiphenylsilyl-4-O-biphenylcarbonyl-2-deoxy-3-O-(4-methoxybenzyl)-1-thio-β-D-glucopyranoside). As a reaction SMILES: [N:1]([C@@H:4]1[C@@H:11]([O:12][CH2:13][C:14]2[CH:19]=[CH:18][C:17]([O:20][CH3:21])=[CH:16][CH:15]=2)[C@H:10]([O:22][C:23]([C:25]2[C:26]([C:31]3[CH:36]=[CH:35][CH:34]=[CH:33][CH:32]=3)=[CH:27][CH:28]=[CH:29][CH:30]=2)=[O:24])[C@@H:9]([CH2:37][O:38][Si:39]([C:52]([CH3:55])([CH3:54])[CH3:53])([C:46]2[CH:51]=[CH:50][CH:49]=[CH:48][CH:47]=2)[C:40]2[CH:45]=[CH:44][CH:43]=[CH:42][CH:41]=2)[O:8][C@H:5]1[S:6][CH3:7])=[N+]=[N-]>C(S)CCS>[NH2:1][C@@H:4]1[C@@H:11]([O:12][CH2:13][C:14]2[CH:19]=[CH:18][C:17]([O:20][CH3:21])=[CH:16][CH:15]=2)[C@H:10]([O:22][C:23]([C:25]2[C:26]([C:31]3[CH:36]=[CH:35][CH:34]=[CH:33][CH:32]=3)=[CH:27][CH:28]=[CH:29][CH:30]=2)=[O:24])[C@@H:9]([CH2:37][O:38][Si:39]([C:52]([CH3:55])([CH3:54])[CH3:53])([C:46]2[CH:47]=[CH:48][CH:49]=[CH:50][CH:51]=2)[C:40]2[CH:41]=[CH:42][CH:43]=[CH:44][CH:45]=2)[O:8][C@H:5]1[S:6][CH3:7].